Dataset: the Open Reaction Database (ORD), a public repository of structured organic reaction records. Task: describe an organic reaction: reactants, conditions, products, and yield Yields the product COC(=O)c1ccccc1N1CCC2(CC1)OCC(C)O2. Reaction SMILES: [CH2:12]1[CH:13]([CH3:14])[O:15][C:16]2([CH2:17][CH2:18][NH:19][CH2:20][CH2:21]2)[O:22]1.[F:1][c:2]1[c:3]([C:4](=[O:5])[O:6][CH3:7])[cH:8][cH:9][cH:10][cH:11]1>>[c:2]1([N:19]2[CH2:18][CH2:17][C:16]3([O:15][CH:13]([CH3:14])[CH2:12][O:22]3)[CH2:21][CH2:20]2)[c:3]([C:4](=[O:5])[O:6][CH3:7])[cH:8][cH:9][cH:10][cH:11]1. The reactants are CC1COC2(CCNCC2)O1, COC(=O)c1ccccc1F. Reactants: CC(=O)C(Cc1ccc(Cl)cn1)c1cccc(Br)c1, C1CCOC1, CCC(C)[BH-](C(C)CC)C(C)CC, Cl, [Li+]. Yields the product CC(O)C(Cc1ccc(Cl)cn1)c1cccc(Br)c1. Reaction SMILES: [Br:1][c:2]1[cH:3][c:4]([CH:8]([C:9]([CH3:10])=[O:11])[CH2:12][c:13]2[n:14][cH:15][c:16]([Cl:19])[cH:17][cH:18]2)[cH:5][cH:6][cH:7]1.[CH2:35]1[O:36][CH2:37][CH2:38][CH2:39]1.[CH:20]([BH-:21]([CH:22]([CH2:23][CH3:24])[CH3:25])[CH:26]([CH2:27][CH3:28])[CH3:29])([CH2:30][CH3:31])[CH3:32].[ClH:34].[Li+:33]>>[Br:1][c:2]1[cH:3][c:4]([CH:8]([CH:9]([CH3:10])[OH:11])[CH2:12][c:13]2[n:14][cH:15][c:16]([Cl:19])[cH:17][cH:18]2)[cH:5][cH:6][cH:7]1. The reactants are C(C1=CC=CC=C1)[C@H]1N(C(OC1)=O)C(CCC=C)=O ((R)-4-benzyl-3-pent-4-enoyl-oxazolidin-2-one), BrCC1=C(C=C(C=C1Cl)OC)Cl (2-bromomethyl-1,3-dichloro-5-methoxy-benzene), [Li+].CC(C)[N-]C(C)C (LDA). Solvent: O (water), CCOCC (ether), O1CCCC1 (tetrahydrofuran), C1CCOC1 (THF). Reaction conditions: temperature -60 celsius. Product: C(C1=CC=CC=C1)C1N(C(OC1)=O)C([C@@H](CC=C)CC1=C(C=C(C=C1Cl)OC)Cl)=O (4-benzyl-3-[(S)-2-(4-methoxy-2,6-dichloro-benzyl)-pent-4-enoyl]-oxazolidin-2-one). Isolated yield 76.0%. As a reaction SMILES: [CH2:1]([C@@H:8]1[CH2:12][O:11][C:10](=[O:13])[N:9]1[C:14](=[O:19])[CH2:15][CH2:16][CH:17]=[CH2:18])[C:2]1[CH:7]=[CH:6][CH:5]=[CH:4][CH:3]=1.[Li+].CC([N-]C(C)C)C.Br[CH2:29][C:30]1[C:35]([Cl:36])=[CH:34][C:33]([O:37][CH3:38])=[CH:32][C:31]=1[Cl:39]>C1COCC1.O.CCOCC>[CH2:1]([CH:8]1[CH2:12][O:11][C:10](=[O:13])[N:9]1[C:14](=[O:19])[C@H:15]([CH2:29][C:30]1[C:31]([Cl:39])=[CH:32][C:33]([O:37][CH3:38])=[CH:34][C:35]=1[Cl:36])[CH2:16][CH:17]=[CH2:18])[C:2]1[CH:3]=[CH:4][CH:5]=[CH:6][CH:7]=1 |f:1.2|. Procedure details: Stir a mixture of (R)-4-benzyl-3-pent-4-enoyl-oxazolidin-2-one (5.0 g, 19.3 mmol) and tetrahydrofuran (75 mL) in a 250 mL round bottom flask at −75° C. Transfer 2 M LDA (14.5 mL) to the flask via syringe and add at a rate such that the internal temperature does not reach above −60° C. After the addition is complete, allow the reaction to stir at −25° C. for 30 min then cool to about −60° C. At this point, add a solution of 2-bromomethyl-1,3-dichloro-5-methoxy-benzene (7.76 g, 28.96 mmol) in THF ... Starting materials: O=C(Cl)Oc1ccc([N+](=O)[O-])cc1, ClCCl, [K+], [K+], O=C([O-])[O-], NCC(Cc1ccccc1)(c1cccc(OC(F)(F)F)c1)c1cccc(OC(F)(F)F)c1. Product: O=C(NCC(Cc1ccccc1)(c1cccc(OC(F)(F)F)c1)c1cccc(OC(F)(F)F)c1)Oc1ccc([N+](=O)[O-])cc1. RXN SMILES: [C:39]([O:40][c:41]1[cH:42][cH:43][c:44]([N+:47](=[O:48])[O-:49])[cH:45][cH:46]1)(=[O:50])[Cl:51].[Cl:52][CH2:53][Cl:54].[K+:33].[K+:34].[O-:35][C:36]([O-:37])=[O:38].[c:1]1([CH2:7][C:8]([CH2:9][NH2:10])([c:11]2[cH:12][c:13]([O:17][C:18]([F:19])([F:20])[F:21])[cH:14][cH:15][cH:16]2)[c:22]2[cH:23][c:24]([O:28][C:29]([F:30])([F:31])[F:32])[cH:25][cH:26][cH:27]2)[cH:2][cH:3][cH:4][cH:5][cH:6]1>>[c:1]1([CH2:7][C:8]([CH2:9][NH:10][C:39]([O:40][c:41]2[cH:42][cH:43][c:44]([N+:47](=[O:48])[O-:49])[cH:45][cH:46]2)=[O:50])([c:11]2[cH:12][c:13]([O:17][C:18]([F:19])([F:20])[F:21])[cH:14][cH:15][cH:16]2)[c:22]2[cH:23][c:24]([O:28][C:29]([F:30])([F:31])[F:32])[cH:25][cH:26][cH:27]2)[cH:2][cH:3][cH:4][cH:5][cH:6]1. The solvent is ClCCl (dichloromethane). Starting materials: P(=O)([O-])([O-])[O-].[K+].[K+].[K+] (potassium phosphate), OC1CCNCC1 (4-hydroxypiperidine), C(C)(=O)OC=1C=CC=2C(C3=CC=C(C=C3OC2C1)OC(C)=O)OCC (3,6-diacetoxy-9-ethoxy-9H-xanthene), 7a. Reported procedure: A solution of 4-hydroxypiperidine (506 mg, 5.00 mmol, 2.5 eq, Aldrich) and 9-(2-(N-succinimidyloxy-carbonyl))ethyl)-3,6-diacetoxy-9-ethoxy-9H-xanthene, 7a (1.023 g, 2.00 mmol, prepared according to Prober, et al., EP-A 252,683) in dry dichloromethane (20 ml) was stirred for 30 min. The reaction was added to 1M aqueous potassium phosphate buffer (30 mL; pH =7) and extracted with dichloromethane (3×30 mL). The organic extracts were dried over calcium sulfate, concentrated, and dried under vacuum o... Reaction SMILES: [OH:1][CH:2]1[CH2:7][CH2:6][NH:5][CH2:4][CH2:3]1.[C:8]([O:11][C:12]1[CH:13]=[CH:14][C:15]2[CH:16]([O:30][CH2:31][CH3:32])[C:17]3[C:22]([O:23][C:24]=2[CH:25]=1)=[CH:21][C:20]([O:26][C:27](=[O:29])[CH3:28])=[CH:19][CH:18]=3)(=[O:10])[CH3:9].P([O-])([O-])([O-])=O.[K+].[K+].[K+]>ClCCl>[C:27]([O:26][C:20]1[CH:19]=[CH:18][C:17]2[C:16]([CH2:4][CH2:3][C:2]([N:5]3[CH2:6][CH2:7][CH:2]([OH:1])[CH2:3][CH2:4]3)=[O:1])([O:30][CH2:31][CH3:32])[C:15]3[C:24]([O:23][C:22]=2[CH:21]=1)=[CH:25][C:12]([O:11][C:8](=[O:10])[CH3:9])=[CH:13][CH:14]=3)(=[O:29])[CH3:28] |f:2.3.4.5|. Yield: 104.0%. Product: C(C)(=O)OC=1C=CC=2C(C3=CC=C(C=C3OC2C1)OC(C)=O)(OCC)CCC(=O)N1CCC(CC1)O (N-(3-(3,6-diacetoxy-9-ethoxy-9H-xanthen9-yl)propionyl)-4-hyroxypiperidine).